Dataset: the Open Reaction Database (ORD), a public repository of structured organic reaction records. Task: describe an organic reaction: reactants, conditions, products, and yield Reactants: NC=1C(=C(C(=O)N2[C@@H](CCC2)C(=O)OC)C(=CC1)F)F (methyl (S)-1-(3-amino-2,6-difluorobenzoyl)pyrrolidine-2-carboxylate), COC=1C(C(C1OC)=O)=O (3,4-dimethoxycyclobut-3-ene-1,2-dione). The solvent is CO (methanol). Reaction conditions: temperature 60 celsius, time 4 hour. The product is FC1=C(C(=O)N2[C@@H](CCC2)C(=O)OC)C(=CC=C1NC1=C(C(C1=O)=O)OC)F (methyl (S)-1-[2,6-difluoro-3-(2-methoxy-3,4-dioxocyclobut-1-enylamino)benzoyl]-pyrrolidine-2-carboxylate). The yield is 79.0%. As a reaction SMILES: [NH2:1][C:2]1[C:3]([F:20])=[C:4]([C:16]([F:19])=[CH:17][CH:18]=1)[C:5]([N:7]1[CH2:11][CH2:10][CH2:9][C@H:8]1[C:12]([O:14][CH3:15])=[O:13])=[O:6].[CH3:21][O:22][C:23]1[C:24](=O)[C:25](=[O:29])[C:26]=1[O:27]C>CO>[F:20][C:3]1[C:2]([NH:1][C:24]2[C:25](=[O:29])[C:26](=[O:27])[C:23]=2[O:22][CH3:21])=[CH:18][CH:17]=[C:16]([F:19])[C:4]=1[C:5]([N:7]1[CH2:11][CH2:10][CH2:9][C@H:8]1[C:12]([O:14][CH3:15])=[O:13])=[O:6]. Procedure details: A mixture of methyl (S)-1-(3-amino-2,6-difluorobenzoyl)pyrrolidine-2-carboxylate (prepared above) and 4.20 g (29.55 mmol) of 3,4-dimethoxycyclobut-3-ene-1,2-dione in solution in 50 ml of methanol was heated at 60° C. for one hour and then stirred at ambient temperature for 4 hours. The reaction medium was concentrated and the residue (6.29 g) was chromatographed on silica gel (300 g prepacked column, eluted with heptane/ethyl acetate, from 70% to 100% of ethyl acetate). 2.30 g of methyl (S)-1-[2... Reaction SMILES: [CH2:42]([Cl:43])[Cl:44].[CH3:1][c:2]1[s:3][cH:4][c:5]([CH2:7][O:8][c:9]2[cH:10][cH:11][c:12]([C:13](=[O:14])[OH:15])[cH:16][cH:17]2)[n:6]1.[NH2:18][c:19]1[cH:20][c:21]([NH:26][C:27](=[O:28])[c:29]2[cH:30][cH:31][cH:32][c:33]3[c:34]2[o:35][c:36]2[c:37]3[cH:38][cH:39][cH:40][cH:41]2)[cH:22][cH:23][c:24]1[CH3:25]>>[CH3:1][c:2]1[s:3][cH:4][c:5]([CH2:7][O:8][c:9]2[cH:10][cH:11][c:12]([C:13](=[O:15])[NH:18][c:19]3[cH:20][c:21]([NH:26][C:27](=[O:28])[c:29]4[cH:30][cH:31][cH:32][c:33]5[c:34]4[o:35][c:36]4[c:37]5[cH:38][cH:39][cH:40][cH:41]4)[cH:22][cH:23][c:24]3[CH3:25])[cH:16][cH:17]2)[n:6]1. The reactants are ClCCl, Cc1nc(COc2ccc(C(=O)O)cc2)cs1, Cc1ccc(NC(=O)c2cccc3c2oc2ccccc23)cc1N. Yields the product Cc1nc(COc2ccc(C(=O)Nc3cc(NC(=O)c4cccc5c4oc4ccccc45)ccc3C)cc2)cs1. Reactants: COC(=O)CCn1cc(Cc2cccnc2)c2cc(C=CC(=O)OC(C)(C)C)ccc21, CO, O=C[O-], [NH4+], C1CCOC1. Yields the product COC(=O)CCn1cc(Cc2cccnc2)c2cc(CCC(=O)OC(C)(C)C)ccc21. RXN SMILES: [CH3:1][O:2][C:3](=[O:4])[CH2:5][CH2:6][n:7]1[cH:8][c:9]([CH2:25][c:26]2[cH:27][n:28][cH:29][cH:30][cH:31]2)[c:10]2[cH:11][c:12]([CH:16]=[CH:17][C:18](=[O:19])[O:20][C:21]([CH3:22])([CH3:23])[CH3:24])[cH:13][cH:14][c:15]12.[CH3:36][OH:37].[CH:32]([O-:33])=[O:34].[NH4+:35].[O:38]1[CH2:39][CH2:40][CH2:41][CH2:42]1>>[CH3:1][O:2][C:3](=[O:4])[CH2:5][CH2:6][n:7]1[cH:8][c:9]([CH2:25][c:26]2[cH:27][n:28][cH:29][cH:30][cH:31]2)[c:10]2[cH:11][c:12]([CH2:16][CH2:17][C:18](=[O:19])[O:20][C:21]([CH3:22])([CH3:23])[CH3:24])[cH:13][cH:14][c:15]12. The reactants are 34g, OC1=CC=C(C=C1)C(C)(C)C1=CC=C(C=C1)O (bisphenol-A), 100g, B(OCC1=CC=CC=C1)(OCC1=CC=CC=C1)OCC1=CC=CC=C1 (tribenzyl borate), C(C1=CC=CC=C1)O (benzyl alcohol). The product is C(C1=CC=CC=C1)C1=C(O)C=CC(=C1)C(C)(C)C1=CC=C(C=C1)O.B([O-])([O-])[O-] (benzyl-bisphenol-A borate). As a reaction SMILES: [OH:1][C:2]1[CH:7]=[CH:6][C:5]([C:8]([C:11]2[CH:16]=[CH:15][C:14]([OH:17])=[CH:13][CH:12]=2)([CH3:10])[CH3:9])=[CH:4][CH:3]=1.[B:18]([O:35]CC1C=CC=CC=1)([O:27]CC1C=CC=CC=1)[O:19][CH2:20][C:21]1[CH:26]=[CH:25][CH:24]=[CH:23][CH:22]=1.C(O)C1C=CC=CC=1>>[CH2:20]([C:7]1[CH:6]=[C:5]([C:8]([C:11]2[CH:12]=[CH:13][C:14]([OH:17])=[CH:15][CH:16]=2)([CH3:10])[CH3:9])[CH:4]=[CH:3][C:2]=1[OH:1])[C:21]1[CH:26]=[CH:25][CH:24]=[CH:23][CH:22]=1.[B:18]([O-:35])([O-:27])[O-:19] |f:3.4|. Reported procedure: 34g Of bisphenol-A and 100g of tribenzyl borate were stirred under a pressure of 0.5-10mm Hg at a temperature of 120° C. During the reaction benzyl alcohol (28g) was distilled over. The residue was a clear viscous liquid. The compound has a Tg-value below 0° C. Reactants: NC=1C2=C(N=CN1)N(C=C2C2=CC(=CC=C2)OCC2=CC=CC=C2)[C@H]2C[C@H](C2)CN2C(C1=CC=CC=C1C2=O)=O (cis-2-{3-[4-amino-5-(3-benzyloxy-phenyl)-pyrrolo[2,3-d]pyrimidin-7-yl]-cyclobutylmethyl}-isoindole-1,3-dione), O.NN (hydrazine monohydrate), O.NN (hydrazine monohydrate). Run in C(C)O (ethanol). Run at time 20 hour. Yields the product NC[C@H]1C[C@H](C1)N1C=C(C2=C1N=CN=C2N)C2=CC(=CC=C2)OCC2=CC=CC=C2 (cis-7-(3-aminomethyl-cyclobutyl)-5-(3-benzyloxy-phenyl)-7H-pyrrolo[2,3-d]pyrimidin-4-ylamine). As a reaction SMILES: [NH2:1][C:2]1[C:3]2[C:10]([C:11]3[CH:16]=[CH:15][CH:14]=[C:13]([O:17][CH2:18][C:19]4[CH:24]=[CH:23][CH:22]=[CH:21][CH:20]=4)[CH:12]=3)=[CH:9][N:8]([C@@H:25]3[CH2:28][C@H:27]([CH2:29][N:30]4C(=O)C5C(=CC=CC=5)C4=O)[CH2:26]3)[C:4]=2[N:5]=[CH:6][N:7]=1.O.NN>C(O)C>[NH2:30][CH2:29][C@@H:27]1[CH2:26][C@H:25]([N:8]2[C:4]3[N:5]=[CH:6][N:7]=[C:2]([NH2:1])[C:3]=3[C:10]([C:11]3[CH:16]=[CH:15][CH:14]=[C:13]([O:17][CH2:18][C:19]4[CH:24]=[CH:23][CH:22]=[CH:21][CH:20]=4)[CH:12]=3)=[CH:9]2)[CH2:28]1 |f:1.2|. Reported procedure: To a solution of 3.84 g (7.25 mmol) of cis-2-{3-[4-amino-5-(3-benzyloxy-phenyl)-pyrrolo[2,3-d]pyrimidin-7-yl]-cyclobutylmethyl}-isoindole-1,3-dione in 100 ml of dry ethanol are added dropwise at RT and under argon 3.75 g (3.64 ml; 74.96 mmol) of hydrazine monohydrate. After 2 h most of the starting material is not yet dissolved, and additional 1.6 ml of hydrazine monohydrate are added thereto (total amount: 14.8 equivalents). The reaction is complete after 20 h. The colorless precipitate is filt... Reactants: CC(CCC1=C(C=CC=C1)O)CC1=CC=CC=C1 (2-(3-methyl-4-phenylbutyl)phenol), CC(C)([O-])C.[K+] (potassium t-butoxide), C(Br)C1CO1 (epibromohydrin). Run in CC(=O)N(C)C (dimethylacetamide). Product: CC(CCC1=C(OCC2OC2)C=CC=C1)CC1=CC=CC=C1 (2-[2-(3-Methyl -4-phenylbutyl)phenoxymethyl]oxirane). Yield: 83.0%. RXN SMILES: [CH3:1][CH:2]([CH2:12][C:13]1[CH:18]=[CH:17][CH:16]=[CH:15][CH:14]=1)[CH2:3][CH2:4][C:5]1[CH:10]=[CH:9][CH:8]=[CH:7][C:6]=1[OH:11].[CH3:19][C:20](C)([O-:22])[CH3:21].[K+].C(C1OC1)Br>CC(N(C)C)=O>[CH3:1][CH:2]([CH2:12][C:13]1[CH:18]=[CH:17][CH:16]=[CH:15][CH:14]=1)[CH2:3][CH2:4][C:5]1[CH:10]=[CH:9][CH:8]=[CH:7][C:6]=1[O:11][CH2:19][CH:20]1[CH2:21][O:22]1 |f:1.2|. Procedure: Following a procedure similar to that described in Example 1(a), 0.98 g of 2-(3-methyl-4-phenylbutyl)phenol (prepared as described in Preparation 13), 0.46 of potassium t-butoxide and 0.56 g of epibromohydrin were reacted in 10 ml of dimethylacetamide. The crude product, extracted as described in Example 1(a), was purified as described in Example 1(a), to give 1.0 g (yield 83%) of the title compound as a colorless oil. Reactants: NC1=CC=C(C(=O)N2C3=C(CC4=C(C2)C=CC=C4)C=CC=C3)C=C1 (5-(4-aminobenzoyl)-6,11-dihydro-5H-dibenz[b,e]azepine), FC(C1=C(C(=O)Cl)C=CC=C1)(F)F (2-trifluoromethylbenzoyl chloride). Solvent: C(C)N(CC)CC (triethylamine). Run at time 2 hour. Yields the product C1=CC=CC=2N(CC3=C(CC21)C=CC=C3)C(=O)C3=CC=C(C=C3)NC(C3=C(C=CC=C3)C(F)(F)F)=O (N-[4-[(6,11-Dihydro-5H-dibenz(b,e]azepin-5-yl) carbonyl]phenyl]-2-trifluoromethylbenzamide). The yield is 58.5%. RXN SMILES: [NH2:1][C:2]1[CH:24]=[CH:23][C:5]([C:6]([N:8]2[CH2:14][C:13]3[CH:15]=[CH:16][CH:17]=[CH:18][C:12]=3[CH2:11][C:10]3[CH:19]=[CH:20][CH:21]=[CH:22][C:9]2=3)=[O:7])=[CH:4][CH:3]=1.[F:25][C:26]([F:37])([F:36])[C:27]1[CH:35]=[CH:34][CH:33]=[CH:32][C:28]=1[C:29](Cl)=[O:30]>C(N(CC)CC)C>[CH:19]1[C:10]2[CH2:11][C:12]3[CH:18]=[CH:17][CH:16]=[CH:15][C:13]=3[CH2:14][N:8]([C:6]([C:5]3[CH:4]=[CH:3][C:2]([NH:1][C:29](=[O:30])[C:28]4[CH:32]=[CH:33][CH:34]=[CH:35][C:27]=4[C:26]([F:25])([F:36])[F:37])=[CH:24][CH:23]=3)=[O:7])[C:9]=2[CH:22]=[CH:21][CH:20]=1. Procedure: As described for Example 9, a mixture of 0.377 g (1.44 mmol) of 5-(4-aminobenzoyl)-6,11-dihydro-5H-dibenz[b,e]azepine, 0.15 g of triethylamine and 0.300 g (1.44 mmol) of 2-trifluoromethylbenzoyl chloride is stirred at room temperature for 2 hours and then washed with 1N HCl 1M NaHCO3, brine and dried (Na2SO4). The solution is passed through a thin pad of hydrous magnesium silicate and the filtrate evaporated to give a solid. Crystallization from dichloromethane-hexane gives 0.41 g of crystals, m... Starting materials: CC[SiH](CC)CC, COC(=O)c1ccccc1OC(=O)N1CC(SC(c2ccccc2)(c2ccccc2)c2ccccc2)CC1COCc1cc(F)c(F)cc1F, O=C(O)C(F)(F)F. Product: COC(=O)c1ccccc1OC(=O)N1CC(S)CC1COCc1cc(F)c(F)cc1F. As a reaction SMILES: [CH2:51]([SiH:52]([CH2:53][CH3:54])[CH2:55][CH3:56])[CH3:57].[CH3:1][O:2][C:3](=[O:4])[c:5]1[c:6]([O:11][C:12](=[O:13])[N:14]2[CH:15]([CH2:39][O:40][CH2:41][c:42]3[c:43]([F:50])[cH:44][c:45]([F:49])[c:46]([F:48])[cH:47]3)[CH2:16][CH:17]([S:19][C:20]([c:21]3[cH:22][cH:23][cH:24][cH:25][cH:26]3)([c:27]3[cH:28][cH:29][cH:30][cH:31][cH:32]3)[c:33]3[cH:34][cH:35][cH:36][cH:37][cH:38]3)[CH2:18]2)[cH:7][cH:8][cH:9][cH:10]1.[F:58][C:59]([F:60])([F:61])[C:62]([OH:63])=[O:64]>>[CH3:1][O:2][C:3](=[O:4])[c:5]1[c:6]([O:11][C:12](=[O:13])[N:14]2[CH:15]([CH2:39][O:40][CH2:41][c:42]3[c:43]([F:50])[cH:44][c:45]([F:49])[c:46]([F:48])[cH:47]3)[CH2:16][CH:17]([SH:19])[CH2:18]2)[cH:7][cH:8][cH:9][cH:10]1.